This data is from the Open Reaction Database (ORD), a public repository of structured organic reaction records. The task is: describe an organic reaction: reactants, conditions, products, and yield The reactants are Cl (HCl), C(C)(C)(C)OC(NCC1=C(C=CC=2C(CCCC12)=O)O[C@H](CN1C=NC=C1)C1=CC=CC=C1)=O ([2-((S)-2-Imidazol-1-yl-1-phenyl-ethoxy)-5-oxo-5,6,7,8-tetrahydro-naphthalen-1-ylmethyl]-carbamic acid tert-butyl ester). Run in O1CCOCC1 (dioxane), O1CCOCC1 (dioxane). Run at time 15 minute. Yields the product Cl.Cl.NCC1=C2CCCC(C2=CC=C1O[C@H](CN1C=NC=C1)C1=CC=CC=C1)=O (5-Aminomethyl-6-((S)-2-imidazol-1-yl-1-phenyl-ethoxy)-3,4-dihydro-2H-naphthalen-1-one Bis-Hydrochloride), solid. Isolated yield 97.0%. Reaction SMILES: C(OC(=O)[NH:7][CH2:8][C:9]1[C:18]2[CH2:17][CH2:16][CH2:15][C:14](=[O:19])[C:13]=2[CH:12]=[CH:11][C:10]=1[O:20][C@@H:21]([C:28]1[CH:33]=[CH:32][CH:31]=[CH:30][CH:29]=1)[CH2:22][N:23]1[CH:27]=[CH:26][N:25]=[CH:24]1)(C)(C)C.[ClH:35]>O1CCOCC1>[ClH:35].[ClH:35].[NH2:7][CH2:8][C:9]1[C:10]([O:20][C@@H:21]([C:28]2[CH:29]=[CH:30][CH:31]=[CH:32][CH:33]=2)[CH2:22][N:23]2[CH:27]=[CH:26][N:25]=[CH:24]2)=[CH:11][CH:12]=[C:13]2[C:18]=1[CH2:17][CH2:16][CH2:15][C:14]2=[O:19] |f:3.4.5|. Procedure: [2-((S)-2-Imidazol-1-yl-1-phenyl-ethoxy)-5-oxo-5,6,7,8-tetrahydro-naphthalen-1-ylmethyl]-carbamic acid tert-butyl ester (0.830 g, 1.80 mmol) was dissolved in dioxane (10 mL) and 4M HCl in dioxane (4 mL) was added. After 15 minutes, a white precipitate formed. The precipitate was collected by filtration, washed with Et2O and dried in a vacuum oven to give the title compound as a white fluffy solid (0.761 g, 1.75 mmol, 97%). The structure was confirmed by NMR, mass spectrometry and elemental analy... The reactants are Br.ClC1=CC=CC=2N1C=C(N2)C (5-chloro-2-methylimidazo[1,2-a]pyridine hydrobromide), [SH-].[Na+] (sodium hydrosulfide), Cl (hydrochloric acid). Run at temperature 90 celsius, time 24 hour. Yields the product SC1=CC=CC=2N1C=C(N2)C (5-mercapto-2-methylimidazo[1,2-a]pyridine). Reaction SMILES: Br.Cl[C:3]1[N:8]2[CH:9]=[C:10]([CH3:12])[N:11]=[C:7]2[CH:6]=[CH:5][CH:4]=1.Cl.[SH-:14].[Na+]>>[SH:14][C:3]1[N:8]2[CH:9]=[C:10]([CH3:12])[N:11]=[C:7]2[CH:6]=[CH:5][CH:4]=1 |f:0.1,3.4|. Procedure: In a nitrogen atmosphere, 17.33 g (70 mmol) of 5-chloro-2-methylimidazo[1,2-a]pyridine hydrobromide was added to 70 ml of a sodium hydrosulfide solution at room temperature, followed by stirring at 90° C. for 24 hours. After the reaction mixture was cooled, concentrated hydrochloric acid was added until the reaction mixture's pH became 3-4. The resulting precipitate was collected by filtration, washed with water and dried to yield 12.32 g (quant, yellow powder) of the desired product. Reactants: NC1=C(C=C(C=C1)OC)S (2-amino-5-methoxythiophenol), BrC(C(=O)OC)CCBr (methyl 2,4-dibromobutyrate), ice water. Solvent: CN(C=O)C (dimethylformamide). The product is BrCCC1SC2=C(NC1=O)C=CC(=C2)OC (2-(2-bromoethyl)-7-methoxy-2H-1,4-benzothiazin-3(4H)-one). Yield: 65.3%. RXN SMILES: [NH2:1][C:2]1[CH:7]=[CH:6][C:5]([O:8][CH3:9])=[CH:4][C:3]=1[SH:10].Br[CH:12]([CH2:17][CH2:18][Br:19])[C:13](OC)=[O:14]>CN(C)C=O>[Br:19][CH2:18][CH2:17][CH:12]1[C:13](=[O:14])[NH:1][C:2]2[CH:7]=[CH:6][C:5]([O:8][CH3:9])=[CH:4][C:3]=2[S:10]1. Procedure details: A solution of 3.10 g of 2-amino-5-methoxythiophenol and 5.20 g of methyl 2,4-dibromobutyrate in 30 ml of dimethylformamide was stirred at room temperature for 2 hours. The mixture was poured into ice-water and the resulting crystals were collected by filtration and washed with water. Recrystallization from methanol gave 3.94 g (65.2%) of 2-(2-bromoethyl)-7-methoxy-2H-1,4-benzothiazin-3(4H)-one as prisms, m.p. 142°-143° C. Starting materials: N1C=C(C=2C1=NC=CC2)C=C2C(C(=C(O2)N(CC=2SC=CC2)C)C(=O)OCC)=O (Ethyl 5-[(1H-pyrrolo[2,3-b]pyridin-3-yl)methylene]-2-[N-methyl-N-(2-thienylmethyl)amino]-4-oxo-4,5-dihydrofuran-3-carboxylate), C(CCC)O (1-butanol), Zn4(OCOCF3)6O. Reagents/catalysts: CN(C1=CC=NC=C1)C (4-dimethylaminopyridine), [Zn] (zinc). Solvent: CN(C(C)=O)C (N,N-dimethylacetamide). Yields the product N1C=C(C=2C1=NC=CC2)C=C2C(C(=C(O2)N(CC=2SC=CC2)C)C(=O)OCCCC)=O (n-Butyl 5-[(1H-pyrrolo[2,3-b]pyridin-3-yl)methylene]-2-[N-methyl-N-(2-thienylmethyl)amino]-4-oxo-4,5-dihydrofuran-3-carboxylate). Isolated yield 8.4%. As a reaction SMILES: [NH:1]1[C:5]2=[N:6][CH:7]=[CH:8][CH:9]=[C:4]2[C:3]([CH:10]=[C:11]2[O:15][C:14]([N:16]([CH3:23])[CH2:17][C:18]3[S:19][CH:20]=[CH:21][CH:22]=3)=[C:13]([C:24]([O:26][CH2:27][CH3:28])=[O:25])[C:12]2=[O:29])=[CH:2]1.[CH2:30](O)[CH2:31]CC>CN(C)C1C=CN=CC=1.CN(C)C(=O)C.[Zn]>[NH:1]1[C:5]2=[N:6][CH:7]=[CH:8][CH:9]=[C:4]2[C:3]([CH:10]=[C:11]2[O:15][C:14]([N:16]([CH3:23])[CH2:17][C:18]3[S:19][CH:20]=[CH:21][CH:22]=3)=[C:13]([C:24]([O:26][CH2:27][CH2:28][CH2:30][CH3:31])=[O:25])[C:12]2=[O:29])=[CH:2]1. Procedure: A solution of the compound (0.050 g, 0.12 mmol) of Example 108, 1-butanol (0.50 mL, 5.5 mmol), 4-dimethylaminopyridine (0.0030 g, 0.024 mmol) and zinc cluster catalyst (Zn4(OCOCF3)6O) (0.0058 g, 0.0061 mmol) in N,N-dimethylacetamide (0.5 mL) was stirred with the microwave synthesizer (Biotage Initiator™) at 150° C. for 1.5 h. Cooled to ambient temperature, the reaction mixture was purified by preparative HPLC to afford the titled compound as solid (0.0044 g, y. 6%).